This data is from the Open Reaction Database (ORD), a public repository of structured organic reaction records. The task is: describe an organic reaction: reactants, conditions, products, and yield The reactants are C1(=CC=CC=C1)N1C(C(=CC2=CC=CC(=C12)F)C)=O (1-phenyl-8-fluoro-3-methyl-2(1H)-quinolone), BrN1C(CCC1=O)=O (N-bromosuccinimide), C(C1=CC=CC=C1)OOCC1=CC=CC=C1 (benzyl peroxide). The solvent is C1=CC=CC=C1 (benzene). Yields the product C1(=CC=CC=C1)N1C(C(=CC2=CC=CC(=C12)F)CBr)=O (1-phenyl-8-fluoro-3-bromomethyl-2(1H)-quinolone). RXN SMILES: [C:1]1([N:7]2[C:16]3[C:11](=[CH:12][CH:13]=[CH:14][C:15]=3[F:17])[CH:10]=[C:9]([CH3:18])[C:8]2=[O:19])[CH:6]=[CH:5][CH:4]=[CH:3][CH:2]=1.[Br:20]N1C(=O)CCC1=O.C(OOCC1C=CC=CC=1)C1C=CC=CC=1>C1C=CC=CC=1>[C:1]1([N:7]2[C:16]3[C:11](=[CH:12][CH:13]=[CH:14][C:15]=3[F:17])[CH:10]=[C:9]([CH2:18][Br:20])[C:8]2=[O:19])[CH:2]=[CH:3][CH:4]=[CH:5][CH:6]=1. Reported procedure: Reflux a solution of 1-phenyl-8-fluoro-3-methyl-2(1H)-quinolone (0.54 g), N-bromosuccinimide (0.38 g) and benzyl peroxide (0.04 g) in dry benzene (11 mL) for 6 hours. Evaporate, partition between dichloromethane and water, dry and evaporate the organic phase, and dry the residue at room temperature and high vacuum to obtain 1-phenyl-8-fluoro-3-bromomethyl-2(1H)-quinolone, suitable for further reactions (see example 32). Reactants: NCCN1N=C(C=C1)C=1C=C(C(C#N)=CC1)C#N (4-(1-(2-aminoethyl)-1H-pyrazol-3-yl)-phthalonitrile), N1=CC(=CC=C1)C1=NNC(=C1)C(=O)O (3-(pyridin-3-yl)-1H-pyrazole-5-carboxylic acid). Yields the product C(#N)C=1C=C(C=CC1C#N)C1=NN(C=C1)CCNC(=O)C1=CC(=NN1)C=1C=NC=CC1 (N-(2-(3-(3,4-dicyanophenyl)-1H-pyrazol-1-yl)ethyl)-3-(pyridin-3-yl)-1H-pyrazole-5-carboxamide). Reaction SMILES: [NH2:1][CH2:2][CH2:3][N:4]1[CH:8]=[CH:7][C:6]([C:9]2[CH:10]=[C:11]([C:17]#[N:18])[C:12](=[CH:15][CH:16]=2)[C:13]#[N:14])=[N:5]1.[N:19]1[CH:24]=[CH:23][CH:22]=[C:21]([C:25]2[CH:29]=[C:28]([C:30](O)=[O:31])[NH:27][N:26]=2)[CH:20]=1>>[C:17]([C:11]1[CH:10]=[C:9]([C:6]2[CH:7]=[CH:8][N:4]([CH2:3][CH2:2][NH:1][C:30]([C:28]3[NH:27][N:26]=[C:25]([C:21]4[CH:20]=[N:19][CH:24]=[CH:23][CH:22]=4)[CH:29]=3)=[O:31])[N:5]=2)[CH:16]=[CH:15][C:12]=1[C:13]#[N:14])#[N:18]. Procedure details: The title compound was prepared from 4-(1-(2-aminoethyl)-1H-pyrazol-3-yl)-phthalonitrile (50 mg) and 3-(pyridin-3-yl)-1H-pyrazole-5-carboxylic acid (42 mg) using the method of Example 34(d). Yield 39 mg. 1H-NMR (400 MHz; d6-DMSO): δ 3.73 (q, 2H), 4.40 (t, 2H), 7.02 (d, 1H), 7.21 (s, 1H), 7.49 (m, 1H), 7.88 (s, 1H), 8.11-8.16 (m, 2H), 8.30 (dd, 1H), 8.40-8.58 (m, 1H), 8.48 (d, 1H), 8.56 (d, 1H), 8.99 (s, 1H), 13.78 (br s, 1H). Starting materials: CCCCCCCCCCCCCCCCOCC(COS(C)(=O)=O)OCC, [I-], [Na+]. Yields the product CCCCCCCCCCCCCCCCOCC(CI)OCC. Reaction SMILES: [CH2:1]([CH2:2][CH2:3][CH2:4][CH2:5][CH2:6][CH2:7][CH2:8][CH2:9][CH2:10][CH2:11][CH2:12][CH2:13][CH2:14][CH2:15][CH3:16])[O:17][CH2:18][CH:19]([O:20][CH2:21][CH3:22])[CH2:23][O:24][S:25]([CH3:26])(=[O:27])=[O:28].[I-:29].[Na+:30]>>[CH2:1]([CH2:2][CH2:3][CH2:4][CH2:5][CH2:6][CH2:7][CH2:8][CH2:9][CH2:10][CH2:11][CH2:12][CH2:13][CH2:14][CH2:15][CH3:16])[O:17][CH2:18][CH:19]([O:20][CH2:21][CH3:22])[CH2:23][I:29]. The reactants are CC=1C(OC=2CCCC(C2C1)=O)=O (3-methyl- 5,6,7,8-tetrahydro-cumarin-5-one), CN (methylamine). Product: CN1C(C(=CC=2C(CCCC12)=O)C)=O (1,3-Dimethyl-7,8-dihydro-2,5(1H,6H)-quinolinedione). RXN SMILES: [CH3:1][C:2]1[C:3](=O)[O:4][C:5]2[CH2:6][CH2:7][CH2:8][C:9](=[O:12])[C:10]=2[CH:11]=1.[CH3:14][NH2:15]>>[CH3:14][N:15]1[C:5]2[CH2:6][CH2:7][CH2:8][C:9](=[O:12])[C:10]=2[CH:11]=[C:2]([CH3:1])[C:3]1=[O:4]. Procedure details: Prepared analogously to Example 5(b) from 3-methyl- 5,6,7,8-tetrahydro-cumarin-5-one and methanolic methylamine solution a ambient temperature. After evaporation of the methanolic ammonia the residue is recrystallised from water with the addition of charcoal. Reactants: FC1=CC=CC(=N1)C1=NN(C2=CN=C(C=C21)C=2C=NC=CC2)C2OCCCC2 (3-(6-fluoropyridin-2-yl)-5-(pyridin-3-yl)-1-(tetrahydro-2H-pyran-2-yl)-1H-pyrazolo[3,4-c]pyridine), N1CC[C@@H](CCC1)NC(OCC1=CC=CC=C1)=O ((R)-benzyl azepan-4-ylcarbamate). Solvent: CS(=O)C (Dimethyl sulfoxide). Reaction conditions: temperature 95 celsius. Yields the product N1=CC(=CC=C1)C=1C=C2C(=CN1)N(N=C2C2=CC=CC(=N2)N2CC[C@@H](CCC2)NC(OCC2=CC=CC=C2)=O)C2OCCCC2 (benzyl (4R)-1-(6-(5-(pyridin-3-yl)-1-(tetrahydro-2H-pyran-2-yl)-1H-pyrazolo[3,4-c]pyridin-3-yl)pyridin-2-yl)azepan-4-ylcarbamate). As a reaction SMILES: F[C:2]1[N:7]=[C:6]([C:8]2[C:16]3[C:11](=[CH:12][N:13]=[C:14]([C:17]4[CH:18]=[N:19][CH:20]=[CH:21][CH:22]=4)[CH:15]=3)[N:10]([CH:23]3[CH2:28][CH2:27][CH2:26][CH2:25][O:24]3)[N:9]=2)[CH:5]=[CH:4][CH:3]=1.[NH:29]1[CH2:35][CH2:34][CH2:33][C@@H:32]([NH:36][C:37](=[O:46])[O:38][CH2:39][C:40]2[CH:45]=[CH:44][CH:43]=[CH:42][CH:41]=2)[CH2:31][CH2:30]1>CS(C)=O>[N:19]1[CH:20]=[CH:21][CH:22]=[C:17]([C:14]2[CH:15]=[C:16]3[C:8]([C:6]4[N:7]=[C:2]([N:29]5[CH2:35][CH2:34][CH2:33][C@@H:32]([NH:36][C:37](=[O:46])[O:38][CH2:39][C:40]6[CH:41]=[CH:42][CH:43]=[CH:44][CH:45]=6)[CH2:31][CH2:30]5)[CH:3]=[CH:4][CH:5]=4)=[N:9][N:10]([CH:23]4[CH2:28][CH2:27][CH2:26][CH2:25][O:24]4)[C:11]3=[CH:12][N:13]=2)[CH:18]=1. Procedure: A solution containing 3-(6-fluoropyridin-2-yl)-5-(pyridin-3-yl)-1-(tetrahydro-2H-pyran-2-yl)-1H-pyrazolo[3,4-c]pyridine (0.075 g, 0.20 mmol) and (R)-benzyl azepan-4-ylcarbamate (0.298 g, 1.20 mmol) in Dimethyl sulfoxide (1.20 mL) was heated at 95° C. for 18 h. The reaction was quenched with water and then extracted with EtOAc 2×. The combined organic layer was dried with Na2SO4, filtered and concentrated. The crude product was dried under high vacuum overnight to give benzyl (4R)-1-(6-(5-(pyridi... Starting materials: [BH4-], CO, CC1c2cccc(N)c2C=CN1C, [Na+]. Yields the product CC1c2cccc(N)c2CCN1C. RXN SMILES: [BH4-:14].[CH3:16][OH:17].[NH2:1][c:2]1[c:3]2[c:8]([cH:9][cH:10][cH:11]1)[CH:7]([CH3:12])[N:6]([CH3:13])[CH:5]=[CH:4]2.[Na+:15]>>[NH2:1][c:2]1[c:3]2[c:8]([cH:9][cH:10][cH:11]1)[CH:7]([CH3:12])[N:6]([CH3:13])[CH2:5][CH2:4]2. Starting materials: FC=1C=CC(=NC1)C1=NOC(=C1CCC=1SC(=C(N1)C)C(=O)O)C (2-{2-[3-(5-fluoro-pyridin-2-yl)-5-methyl-isoxazol-4-yl]-ethyl}-4-methyl-thiazole-5-carboxylic acid), C(C)(C)N (isopropylamine). Product: C(C)(C)NC(=O)C1=C(N=C(S1)CCC=1C(=NOC1C)C1=NC=C(C=C1)F)C (2-{2-[3-(5-Fluoro-pyridin-2-yl)-5-methyl-isoxazol-4-yl]-ethyl}-4-methyl-thiazole-5-carboxylic acid isopropylamide). Isolated yield 91.0%. Reaction SMILES: [F:1][C:2]1[CH:3]=[CH:4][C:5]([C:8]2[C:12]([CH2:13][CH2:14][C:15]3[S:16][C:17]([C:21]([OH:23])=O)=[C:18]([CH3:20])[N:19]=3)=[C:11]([CH3:24])[O:10][N:9]=2)=[N:6][CH:7]=1.[CH:25]([NH2:28])([CH3:27])[CH3:26]>>[CH:25]([NH:28][C:21]([C:17]1[S:16][C:15]([CH2:14][CH2:13][C:12]2[C:8]([C:5]3[CH:4]=[CH:3][C:2]([F:1])=[CH:7][N:6]=3)=[N:9][O:10][C:11]=2[CH3:24])=[N:19][C:18]=1[CH3:20])=[O:23])([CH3:27])[CH3:26]. Procedure details: As described for example 31b, 2-{2-[3-(5-fluoro-pyridin-2-yl)-5-methyl-isoxazol-4-yl]-ethyl}-4-methyl-thiazole-5-carboxylic acid (69 mg, 0.20 mmol) was converted, using isopropylamine instead of 4-aminotetrahydropyran, to the title compound (71 mg, 91%) which was obtained as an off white solid. MS: m/e=389.2 [M+H]+. The reactants are CC(C)(C)OC(=O)Nc1cc(-c2cn(-c3ccc4nncn4n3)nc2-c2ccc(F)c(F)c2)ccn1, CC(C)(C)OC(=O)Nc1cc(-c2cn(-c3ccc4nncn4n3)nc2-c2ccccc2)ccn1. The product is Nc1cc(-c2cn(-c3ccc4nncn4n3)nc2-c2ccc(F)c(F)c2)ccn1. As a reaction SMILES: [C:1]([O:2][C:3](=[O:4])[NH:8][c:9]1[n:10][cH:11][cH:12][c:13](-[c:15]2[c:16](-[c:29]3[cH:30][c:31]([F:36])[c:32]([F:35])[cH:33][cH:34]3)[n:17][n:18](-[c:20]3[cH:21][cH:22][c:23]4[n:24]([n:25]3)[cH:26][n:27][n:28]4)[cH:19]2)[cH:14]1)([CH3:5])([CH3:6])[CH3:7].[C:37]([O:38][C:39]([NH:40][c:41]1[cH:42][c:43](-[c:44]2[c:45](-[c:46]3[cH:47][cH:48][cH:49][cH:50][cH:51]3)[n:52][n:53](-[c:54]3[cH:55][cH:56][c:57]4[n:58]([cH:59][n:60][n:61]4)[n:62]3)[cH:63]2)[cH:64][cH:65][n:66]1)=[O:67])([CH3:68])([CH3:69])[CH3:70]>>[NH2:8][c:9]1[n:10][cH:11][cH:12][c:13](-[c:15]2[c:16](-[c:29]3[cH:30][c:31]([F:36])[c:32]([F:35])[cH:33][cH:34]3)[n:17][n:18](-[c:20]3[cH:21][cH:22][c:23]4[n:24]([n:25]3)[cH:26][n:27][n:28]4)[cH:19]2)[cH:14]1. Reactants: O=Cc1ccc(Br)cc1, C1CCNCC1, CCO, O=C1Cc2c(CCO)cccc2N1. Product: O=C1Nc2cccc(CCO)c2C1=Cc1ccc(Br)cc1. As a reaction SMILES: [Br:14][c:15]1[cH:16][cH:17][c:18]([CH:19]=[O:20])[cH:21][cH:22]1.[CH2:23]1[CH2:24][CH2:25][NH:26][CH2:27][CH2:28]1.[CH3:29][CH2:30][OH:31].[OH:1][CH2:2][CH2:3][c:4]1[c:5]2[c:9]([cH:10][cH:11][cH:12]1)[NH:8][C:7](=[O:13])[CH2:6]2>>[OH:1][CH2:2][CH2:3][c:4]1[c:5]2[c:9]([cH:10][cH:11][cH:12]1)[NH:8][C:7](=[O:13])[C:6]2=[CH:19][c:18]1[cH:17][cH:16][c:15]([Br:14])[cH:22][cH:21]1.